This data is from the Open Reaction Database (ORD), a public repository of structured organic reaction records. The task is: describe an organic reaction: reactants, conditions, products, and yield The reactants are C(C)(C)(C)OC(NC1=NNC(=C1CC1=C(C(=CC=C1)Cl)Cl)O)=O (tert-butyl(4-(2,3-dichlorobenzyl)-5-hydroxy-1H-pyrazol-3-yl)carbamate), C1(=CC=CC=C1)P(C1=CC=CC=C1)C1=CC=CC=C1 (triphenylphosphine), CO (methanol), CC(C)OC(=O)/N=N/C(=O)OC(C)C (DIAD). Solvent: C1CCOC1 (THF), C1CCOC1 (THF). The product is C(C)(C)(C)OC(NC1=NN(C(=C1CC1=C(C(=CC=C1)Cl)Cl)O)C)=O (tert-butyl(4-(2,3-dichlorobenzyl)-5-hydroxy-1-methyl-1H-pyrazol-3-yl)carbamate). Yield: 30.0%. As a reaction SMILES: [C:1]([O:5][C:6](=[O:23])[NH:7][C:8]1[C:12]([CH2:13][C:14]2[CH:19]=[CH:18][CH:17]=[C:16]([Cl:20])[C:15]=2[Cl:21])=[C:11]([OH:22])[NH:10][N:9]=1)([CH3:4])([CH3:3])[CH3:2].[C:24]1(P(C2C=CC=CC=2)C2C=CC=CC=2)C=CC=CC=1.CO.CC(OC(/N=N/C(OC(C)C)=O)=O)C>C1COCC1>[C:1]([O:5][C:6](=[O:23])[NH:7][C:8]1[C:12]([CH2:13][C:14]2[CH:19]=[CH:18][CH:17]=[C:16]([Cl:20])[C:15]=2[Cl:21])=[C:11]([OH:22])[N:10]([CH3:24])[N:9]=1)([CH3:4])([CH3:2])[CH3:3]. Procedure: To a solution of tert-butyl(4-(2,3-dichlorobenzyl)-5-hydroxy-1H-pyrazol-3-yl)carbamate (160 mg, 0.447 mmol), triphenylphosphine (128 mg, 0.491 mol) and methanol (16 mg, 0.491 mol) in anhydrous THF (25 mL), a solution of DIAD (99 mg, 0.491 mmol) in anhydrous THF (2 mL) was added dropwise at 0° C. with stirring. The reaction mixture was stirred at room temperature for 1 h. The reaction mixture was concentrated. The resulting residue was purified by silica gel chromatography eluted with PE:EA=2:1 t... Starting materials: C1COCCN1, CC(Oc1cccc2ncnc(Nc3ccc4c(cnn4Cc4cccc(F)c4)c3)c12)C(=O)O. The product is CC(Oc1cccc2ncnc(Nc3ccc4c(cnn4Cc4cccc(F)c4)c3)c12)C(=O)N1CCOCC1. As a reaction SMILES: [CH2:35]1[CH2:36][O:37][CH2:38][CH2:39][NH:40]1.[F:1][c:2]1[cH:3][c:4]([CH2:5][n:6]2[n:7][cH:8][c:9]3[cH:10][c:11]([NH:15][c:16]4[n:17][cH:18][n:19][c:20]5[cH:21][cH:22][cH:23][c:24]([O:26][CH:27]([C:28](=[O:29])[OH:30])[CH3:31])[c:25]45)[cH:12][cH:13][c:14]23)[cH:32][cH:33][cH:34]1>>[F:1][c:2]1[cH:3][c:4]([CH2:5][n:6]2[n:7][cH:8][c:9]3[cH:10][c:11]([NH:15][c:16]4[n:17][cH:18][n:19][c:20]5[cH:21][cH:22][cH:23][c:24]([O:26][CH:27]([C:28](=[O:29])[N:40]6[CH2:35][CH2:36][O:37][CH2:38][CH2:39]6)[CH3:31])[c:25]45)[cH:12][cH:13][c:14]23)[cH:32][cH:33][cH:34]1. Starting materials: CC(CN)c1ccc(Cl)c(Cl)c1, Cl, O=C(O)c1cc(Cl)c(Cl)cc1NS(=O)(=O)c1cccc2nsnc12. Product: CC(CNC(=O)c1cc(Cl)c(Cl)cc1NS(=O)(=O)c1cccc2nsnc12)c1ccc(Cl)c(Cl)c1. As a reaction SMILES: [Cl:26][c:27]1[cH:28][c:29]([CH:34]([CH2:35][NH2:36])[CH3:37])[cH:30][cH:31][c:32]1[Cl:33].[ClH:25].[n:1]1[c:2]2[c:3]([n:4][s:5]1)[c:6]([S:10](=[O:11])(=[O:12])[NH:13][c:14]1[c:15]([C:16](=[O:17])[OH:18])[cH:19][c:20]([Cl:24])[c:21]([Cl:23])[cH:22]1)[cH:7][cH:8][cH:9]2>>[n:1]1[c:2]2[c:3]([n:4][s:5]1)[c:6]([S:10](=[O:11])(=[O:12])[NH:13][c:14]1[c:15]([C:16](=[O:18])[NH:36][CH2:35][CH:34]([c:29]3[cH:28][c:27]([Cl:26])[c:32]([Cl:33])[cH:31][cH:30]3)[CH3:37])[cH:19][c:20]([Cl:24])[c:21]([Cl:23])[cH:22]1)[cH:7][cH:8][cH:9]2. Starting materials: C(=O)(O)CCN1C=C(C2=CC=CC=C12)CCNS(=O)(=O)C1=CC=C(C=C1)F (N-[2-[1-(2-carboxyethyl)-1H-indol-3-yl]ethyl]-(4-fluorophenyl)sulphonamide), C(C)[SiH](CC)CC (triethylsilane), C(Cl)Cl (CH2Cl2). Run in C(C)(=O)OCC (ethyl acetate). The product is C(=O)(O)CCN1CC(C2=CC=CC=C12)CCNS(=O)(=O)C1=CC=C(C=C1)F (N-[2-[1-(2-Carboxyethyl)-2,3-dihydro-1H-indol-3-yl]ethyl]-(4-fluorophenyl)sulphonamide). Isolated yield 77.8%. As a reaction SMILES: [C:1]([CH2:4][CH2:5][N:6]1[C:14]2[C:9](=[CH:10][CH:11]=[CH:12][CH:13]=2)[C:8]([CH2:15][CH2:16][NH:17][S:18]([C:21]2[CH:26]=[CH:25][C:24]([F:27])=[CH:23][CH:22]=2)(=[O:20])=[O:19])=[CH:7]1)([OH:3])=[O:2].C([SiH](CC)CC)C.C(Cl)Cl>C(OCC)(=O)C>[C:1]([CH2:4][CH2:5][N:6]1[C:14]2[C:9](=[CH:10][CH:11]=[CH:12][CH:13]=2)[CH:8]([CH2:15][CH2:16][NH:17][S:18]([C:21]2[CH:26]=[CH:25][C:24]([F:27])=[CH:23][CH:22]=2)(=[O:20])=[O:19])[CH2:7]1)([OH:3])=[O:2]. Reported procedure: 0.75 g (1.9 mmol) of N-[2-[1-(2-carboxyethyl)-1H-indol-3-yl]ethyl]-(4-fluorophenyl)sulphonamide are reduced with triethylsilane analogously to Example 1. 0.58 g of a viscous oily product is thus obtained (Rf =0.18, CH2Cl2 :ethyl acetate=100:2). After conversion of the product into its hydrochloride (analogously to Example 1), 0.62 g (76% of theory) of a solid residue is obtained.